Dataset: the Open Reaction Database (ORD), a public repository of structured organic reaction records. Task: describe an organic reaction: reactants, conditions, products, and yield Reactants: COc1ccc(C(=O)CC2CCNCC2)cc1, CC(=O)CC(C)C, O=c1[nH]c2ccccc2n1CCCl, Cl, [I-], [K+], [Na+], [Na+], O=C([O-])[O-]. The product is COc1ccc(C(=O)CC2CCN(CCn3c(=O)[nH]c4ccccc43)CC2)cc1. Reaction SMILES: [CH3:15][O:16][c:17]1[cH:18][cH:19][c:20]([C:23]([CH2:24][CH:25]2[CH2:26][CH2:27][NH:28][CH2:29][CH2:30]2)=[O:31])[cH:21][cH:22]1.[CH3:40][CH:41]([CH3:42])[CH2:43][C:44](=[O:45])[CH3:46].[Cl:1][CH2:2][CH2:3][n:4]1[c:5](=[O:13])[nH:6][c:7]2[c:8]1[cH:9][cH:10][cH:11][cH:12]2.[ClH:14].[I-:39].[K+:38].[Na+:32].[Na+:33].[O-:34][C:35](=[O:36])[O-:37]>>[CH2:2]([CH2:3][n:4]1[c:5](=[O:13])[nH:6][c:7]2[c:8]1[cH:9][cH:10][cH:11][cH:12]2)[N:28]1[CH2:27][CH2:26][CH:25]([CH2:24][C:23]([c:20]2[cH:19][cH:18][c:17]([O:16][CH3:15])[cH:22][cH:21]2)=[O:31])[CH2:30][CH2:29]1. The reactants are O=C([O-])O, [Na+], O=[N+]([O-])O, O=S(=O)(O)O, [O-][n+]1ccccn1. Yields the product O=[N+]([O-])c1cc[n+]([O-])nc1. As a reaction SMILES: [C:12](=[O:13])([OH:14])[O-:15].[Na+:16].[OH:8][N+:9]([O-:10])=[O:11].[S:17](=[O:18])(=[O:19])([OH:20])[OH:21].[n+:1]1([O-:7])[n:2][cH:3][cH:4][cH:5][cH:6]1>>[n+:1]1([O-:7])[n:2][cH:3][c:4]([N+:9](=[O:8])[O-:10])[cH:5][cH:6]1.